This data is from the Open Reaction Database (ORD), a public repository of structured organic reaction records. The task is: describe an organic reaction: reactants, conditions, products, and yield The reactants are Cl.Cl.C(C)(C)(C)OC(=O)N1CCC(CC1)OC1=C2C(=NC=NC2=CC(=C1)OC)NC1=C2C(=CC=C1Cl)OCO2 (5-(1-tert-butoxycarbonylpiperidin-4-yloxy)-4-(6-chloro-2,3-methylenedioxyanilino)-7-methoxyquinazoline dihydrochloride), FC(C(=O)O)(F)F (trifluoroacetic acid). Solvent: C(Cl)Cl (methylene chloride). Run at time 1.5 hour. Product: ClC1=CC=C2C(=C1NC1=NC=NC3=CC(=CC(=C13)OC1CCNCC1)OC)OCO2 (4-(6-chloro-2,3-methylenedioxyanilino)-7-methoxy-5-piperidin-4-yloxyquinazoline). Yield: 84.6%. Reaction SMILES: Cl.Cl.C(OC([N:10]1[CH2:15][CH2:14][CH:13]([O:16][C:17]2[CH:26]=[C:25]([O:27][CH3:28])[CH:24]=[C:23]3[C:18]=2[C:19]([NH:29][C:30]2[C:35]([Cl:36])=[CH:34][CH:33]=[C:32]4[O:37][CH2:38][O:39][C:31]=24)=[N:20][CH:21]=[N:22]3)[CH2:12][CH2:11]1)=O)(C)(C)C.FC(F)(F)C(O)=O>C(Cl)Cl>[Cl:36][C:35]1[C:30]([NH:29][C:19]2[C:18]3[C:23](=[CH:24][C:25]([O:27][CH3:28])=[CH:26][C:17]=3[O:16][CH:13]3[CH2:12][CH2:11][NH:10][CH2:15][CH2:14]3)[N:22]=[CH:21][N:20]=2)=[C:31]2[O:39][CH2:38][O:37][C:32]2=[CH:33][CH:34]=1 |f:0.1.2|. Reported procedure: A mixture of 5-(1-tert-butoxycarbonylpiperidin-4-yloxy)-4-(6-chloro-2,3-methylenedioxyanilino)-7-methoxyquinazoline dihydrochloride (2.39 g), trifluoroacetic acid (10 ml) and methylene chloride (35 ml) was stirred at ambient temperature for 1.5 hours. The mixture was evaporated and the residue was partitioned between ethyl acetate and a 1N aqueous sodium hydroxide solution. The organic layer was washed with water and brine, dried over magnesium sulphate and evaporated. The residue was purified b... Reactants: [Si](C)(C)(C(C)(C)C)OCC1(CC=2N(CCS1)C(=NN2)C2(CC2)C2=CC=C(C=C2)C2=NC=CC=C2)C (8-({[Tert-butyl(dimethyl)silyl]oxy}methyl)-8-methyl-3-[1-(4-pyridin-2-ylphenyl)cyclopropyl]-5,6,8,9-tetrahydro[1,2,4]triazolo[4,3-d][1,4]thiazepine), Cl (hydrochloric acid). Solvent: CO (methanol). The product is CC1(CC=2N(CCS1)C(=NN2)C2(CC2)C2=CC=C(C=C2)C2=NC=CC=C2)CO ({8-Methyl-3-[1-(4-pyridin-2-ylphenyl)cyclopropyl]-5,6,8,9-tetrahydro[1,2,4]triazolo[4,3-d][1,4]thiazepin-8-yl}methanol). Isolated yield 95.2%. Reaction SMILES: [Si]([O:8][CH2:9][C:10]1([CH3:35])[S:16][CH2:15][CH2:14][N:13]2[C:17]([C:20]3([C:23]4[CH:28]=[CH:27][C:26]([C:29]5[CH:34]=[CH:33][CH:32]=[CH:31][N:30]=5)=[CH:25][CH:24]=4)[CH2:22][CH2:21]3)=[N:18][N:19]=[C:12]2[CH2:11]1)(C(C)(C)C)(C)C.Cl>CO>[CH3:35][C:10]1([CH2:9][OH:8])[S:16][CH2:15][CH2:14][N:13]2[C:17]([C:20]3([C:23]4[CH:24]=[CH:25][C:26]([C:29]5[CH:34]=[CH:33][CH:32]=[CH:31][N:30]=5)=[CH:27][CH:28]=4)[CH2:22][CH2:21]3)=[N:18][N:19]=[C:12]2[CH2:11]1. Reported procedure: A solution of the compound (346 mg, 0.68 mmol) obtained in Example 16-6) and 4 M hydrochloric acid (1,4-dioxane solution, 2 mL) in methanol (2 mL) was stirred at room temperature for 14 h. The reaction mixture was concentrated under reduced pressure, saturated aqueous sodium hydrogencarbonate was added to the residue, the mixture was extracted with dichloromethane, and the organic layer was washed with saturated sodium chloride solution and dried with anhydrous sodium sulfate. After filtration, ... The reactants are ClC=1C=CC=2N(C1)C=C(N2)CCl (6-chloro-2-(chloromethyl)imidazo[1,2-a]pyridine), ClC=1C=CC(=C(C#N)C1)N1CCNCC1 (5-chloro-2-(piperazin-1-yl)benzonitrile). Product: ClC=1C=CC(=C(C#N)C1)N1CCN(CC1)CC=1N=C2N(C=C(C=C2)Cl)C1 (5-Chloro-2-[4-[(6-chloroimidazo[1,2-a]pyridin-2-yl)methyl]-1-piperazinyl]benzonitrile). The yield is 62.2%. As a reaction SMILES: [Cl:1][C:2]1[CH:3]=[CH:4][C:5]2[N:6]([CH:8]=[C:9]([CH2:11]Cl)[N:10]=2)[CH:7]=1.[Cl:13][C:14]1[CH:15]=[CH:16][C:17]([N:22]2[CH2:27][CH2:26][NH:25][CH2:24][CH2:23]2)=[C:18]([CH:21]=1)[C:19]#[N:20]>>[Cl:13][C:14]1[CH:15]=[CH:16][C:17]([N:22]2[CH2:23][CH2:24][N:25]([CH2:11][C:9]3[N:10]=[C:5]4[CH:4]=[CH:3][C:2]([Cl:1])=[CH:7][N:6]4[CH:8]=3)[CH2:26][CH2:27]2)=[C:18]([CH:21]=1)[C:19]#[N:20]. Procedure details: Following the general procedure of Example 11 and making non-critical variations, 6-chloro-2-(chloromethyl)imidazo[1,2-α]pyridine (Example 4, Step 1; 0.292 g) and 5-chloro-2-(piperazin-1-yl)benzonitrile (0.385 g) are converted to 0.349 g of the title compound after chromatography on silica gel and crystallization from ethyl ether/dichloromethane/hexane. mp 191-191.5° C.; MS m/z 385, 387; IR (mineral oil) 1486, 1330, 806, 1495, 826 cm-1 ; 1H NMR (CDCl3) δ2.77, 3.24, 3.78, 6.93, 7.12, 7.42, 7.51, ... Reactants: CCCCCCCCOB[O-], O=C1CCc2cc(Br)ccc2C1, C=CCCCCCC, C1CCOC1, B1C2CCCC1CCC2, [Na+], [OH-]. Product: CCCCCCCCc1ccc2c(c1)CCC(=O)C2. As a reaction SMILES: [BH:1]([O-:2])[O:11][CH2:3][CH2:4][CH2:5][CH2:6][CH2:7][CH2:8][CH2:9][CH3:10].[Br:31][c:32]1[cH:33][c:34]2[c:39]([cH:40][cH:41]1)[CH2:38][C:37](=[O:42])[CH2:36][CH2:35]2.[CH2:12]=[CH:13][CH2:14][CH2:15][CH2:16][CH2:17][CH2:18][CH3:19].[CH2:43]1[O:44][CH2:45][CH2:46][CH2:47]1.[CH:20]12[CH2:21][CH2:22][CH2:23][CH:24]([BH:25]1)[CH2:26][CH2:27][CH2:28]2.[Na+:30].[OH-:29]>>[CH2:3]([CH2:4][CH2:5][CH2:6][CH2:7][CH2:8][CH2:9][CH3:10])[c:32]1[cH:33][c:34]2[c:39]([cH:40][cH:41]1)[CH2:38][C:37](=[O:42])[CH2:36][CH2:35]2.